This data is from the Open Reaction Database (ORD), a public repository of structured organic reaction records. The task is: describe an organic reaction: reactants, conditions, products, and yield Reactants: C(C)(C)(C)OC(NC1=CC=C(C=C1)CC1=NC=NC(=C1)N=[N+]=[N-])=O ([4-(6-azido-pyrimidin-4-ylmethyl)-phenyl]-carbamic acid tert-butyl ester), [H][H] (hydrogen). The reagents and catalysts are [Pd] (Pd/C). Solvent: CO (MeOH). Conditions: time 1.5 hour. Yields the product C(C)(C)(C)OC(NC1=CC=C(C=C1)CC1=NC=NC(=C1)N)=O ([4-(6-Amino-pyrimidin-4-ylmethyl)-phenyl]-carbamic acid tert-butyl ester). Reaction SMILES: [C:1]([O:5][C:6](=[O:24])[NH:7][C:8]1[CH:13]=[CH:12][C:11]([CH2:14][C:15]2[CH:20]=[C:19]([N:21]=[N+]=[N-])[N:18]=[CH:17][N:16]=2)=[CH:10][CH:9]=1)([CH3:4])([CH3:3])[CH3:2].[H][H]>CO.[Pd]>[C:1]([O:5][C:6](=[O:24])[NH:7][C:8]1[CH:9]=[CH:10][C:11]([CH2:14][C:15]2[CH:20]=[C:19]([NH2:21])[N:18]=[CH:17][N:16]=2)=[CH:12][CH:13]=1)([CH3:4])([CH3:2])[CH3:3]. Procedure details: A suspension of [4-(6-azido-pyrimidin-4-ylmethyl)-phenyl]-carbamic acid tert-butyl ester (870 mg, 2.66 mmol) and 10% Pd/C (174 mg) in MeOH (35 mL) is stirred for 1.5 h at rt and a hydrogen atmosphere. The reaction mixture is filtered through a plug of celite (washing the filter cake with copious amounts of MeOH). The filtrate is concentrated in vacuo to afford the title compound as a beige solid: ES-MS: 301.1 [M+H]+; single peak at tR=6.25 min (System 2).